This data is from the Open Reaction Database (ORD), a public repository of structured organic reaction records. The task is: describe an organic reaction: reactants, conditions, products, and yield The reactants are NC1=C2C(C(=CN(C2=C(C(=C1F)F)F)C1=C(C=C(C=C1)F)F)C(=O)O)=O (5-amino-1-(2′,4′-difluorophenyl)-6,7,8-trifluoro-1,4-dihydro-4-oxo-quinoline-3-carboxylic acid), NC1CNCC1 (3-aminopyrrolidine). The product is NC1=C2C(C(=CN(C2=C(C(=C1F)N1CC(CC1)N)F)C1=C(C=C(C=C1)F)F)C(=O)O)=O (5-Amino-1-(2′,4′-difluorophenyl)-6,8-difluoro-1,4-dihydro-7-(3-aminopyrrolidine -1-yl)-4-oxo-quinoline-3-carboxylic acid). Isolated yield 71.0%. Reaction SMILES: [NH2:1][C:2]1[C:11]([F:12])=[C:10](F)[C:9]([F:14])=[C:8]2[C:3]=1[C:4](=[O:26])[C:5]([C:23]([OH:25])=[O:24])=[CH:6][N:7]2[C:15]1[CH:20]=[CH:19][C:18]([F:21])=[CH:17][C:16]=1[F:22].[NH2:27][CH:28]1[CH2:32][CH2:31][NH:30][CH2:29]1>>[NH2:1][C:2]1[C:11]([F:12])=[C:10]([N:30]2[CH2:31][CH2:32][CH:28]([NH2:27])[CH2:29]2)[C:9]([F:14])=[C:8]2[C:3]=1[C:4](=[O:26])[C:5]([C:23]([OH:25])=[O:24])=[CH:6][N:7]2[C:15]1[CH:20]=[CH:19][C:18]([F:21])=[CH:17][C:16]=1[F:22]. Procedure details: The condensation of 5-amino-1-(2′,4′-difluorophenyl)-6,7,8-trifluoro-1,4-dihydro-4-oxo-quinoline-3-carboxylic acid with 3-aminopyrrolidine was carried out in a similar manner as described in example 1, gave the titled product. Yield 71%, m.p 268° C. (d), C20H16F4N4O3, m/z 437 (M+1). Starting materials: FC(C1=C(C=O)C=CC=C1)(F)F (2-trifluoromethylbenzaldehyde), NC1=NNC=C1 (3-aminopyrazole), [N+](=O)([O-])CC(C)=O (1-nitropropan-2-one). Yields the product CC1=C(C(C=2C(N1)=NNC2)C2=C(C=CC=C2)C(F)(F)F)[N+](=O)[O-] (4,7-Dihydro-6-methyl-5-nitro-4-(2-trifluoromethylphenyl)-2H-pyrazolo[3,4-b]pyridine). Reaction SMILES: [F:1][C:2]([F:12])([F:11])[C:3]1[CH:10]=[CH:9][CH:8]=[CH:7][C:4]=1[CH:5]=O.[NH2:13][C:14]1[CH:18]=[CH:17][NH:16][N:15]=1.[N+:19]([CH2:22][C:23](=O)[CH3:24])([O-:21])=[O:20]>>[CH3:24][C:23]1[NH:13][C:14]2=[N:15][NH:16][CH:17]=[C:18]2[CH:5]([C:4]2[CH:7]=[CH:8][CH:9]=[CH:10][C:3]=2[C:2]([F:12])([F:11])[F:1])[C:22]=1[N+:19]([O-:21])=[O:20]. Procedure: The title compound was prepared from 2-trifluoromethylbenzaldehyde, 3-aminopyrazole and 1-nitropropan-2-one in the same manner as in Example 1. Reactants: C([O-])(O)=O.[Na+] (sodium bicarbonate), O (water), C(C)N(CCOC1=C2C=3C(=CC(=C(C3C(C2=CC=C1)=O)[N+](=O)[O-])OCCC)OC)CC (5-(2-diethylamino-ethoxy)-4-methoxy-1-nitro-2-propoxy-fluoren-9-one), stannous chloride. Run in C(C)OCC (diethyl ether), C(C)O (ethanol). Yields the product hydrochloride salt, NC1=C(C=C(C=2C3=C(C=CC=C3C(C12)=O)OCCN(CC)CC)OC)OCCC (1-Amino-5-(2-diethylamino-ethoxy)-4-methoxy-2-propoxy-fluoren-9-one). Reaction SMILES: [CH2:1]([N:3]([CH2:30][CH3:31])[CH2:4][CH2:5][O:6][C:7]1[CH:19]=[CH:18][CH:17]=[C:16]2[C:8]=1[C:9]1[C:10]([O:28][CH3:29])=[CH:11][C:12]([O:24][CH2:25][CH2:26][CH3:27])=[C:13]([N+:21]([O-])=O)[C:14]=1[C:15]2=[O:20])[CH3:2].O.C(=O)(O)[O-].[Na+]>C(O)C.C(OCC)C>[NH2:21][C:13]1[C:14]2[C:15](=[O:20])[C:16]3[C:8](=[C:7]([O:6][CH2:5][CH2:4][N:3]([CH2:1][CH3:2])[CH2:30][CH3:31])[CH:19]=[CH:18][CH:17]=3)[C:9]=2[C:10]([O:28][CH3:29])=[CH:11][C:12]=1[O:24][CH2:25][CH2:26][CH3:27] |f:2.3|. Procedure details: Prepare a solution, under argon, of 5-(2-diethylamino-ethoxy)-4-methoxy-1-nitro-2-propoxy-fluoren-9-one (0.52 g, 1.2 mmole) and stannous chloride (SnCl2, 1.3 g, 6 mmole) in 60 mL ethanol. Reflux overnight. Reduce volume on a rotovap. Add 200 mL deionized water and make basic with sodium bicarbonate. Extract with methylene chloride. Dry the organic layer with magnesium sulfate. Filter and evaporate on a rotary evaporator to give a red oil. Take up in anhydrous diethyl ether and filter through cel... Reactants: CCCCc1ncc(C(OC(C)=O)C(Cc2cccs2)C(=O)OC)n1Cc1ccccc1Cl, Cc1ccccc1, C1CCC2=NCCCN2CC1. Product: CCCCc1ncc(C=C(Cc2cccs2)C(=O)OC)n1Cc1ccccc1Cl. RXN SMILES: [C:1]([O:2][CH:5]([CH:6]([C:7](=[O:8])[O:9][CH3:10])[CH2:11][c:12]1[s:13][cH:14][cH:15][cH:16]1)[c:17]1[cH:18][n:19][c:20]([CH2:30][CH2:31][CH2:32][CH3:33])[n:21]1[CH2:22][c:23]1[c:24]([Cl:29])[cH:25][cH:26][cH:27][cH:28]1)(=[O:3])[CH3:4].[CH3:45][c:46]1[cH:47][cH:48][cH:49][cH:50][cH:51]1.[N:34]12[CH2:35][CH2:36][CH2:37][N:38]=[C:39]1[CH2:40][CH2:41][CH2:42][CH2:43][CH2:44]2>>[CH:5](=[C:6]([C:7](=[O:8])[O:9][CH3:10])[CH2:11][c:12]1[s:13][cH:14][cH:15][cH:16]1)[c:17]1[cH:18][n:19][c:20]([CH2:30][CH2:31][CH2:32][CH3:33])[n:21]1[CH2:22][c:23]1[c:24]([Cl:29])[cH:25][cH:26][cH:27][cH:28]1.